The task is: describe an organic reaction: reactants, conditions, products, and yield. This data is from the Open Reaction Database (ORD), a public repository of structured organic reaction records. Starting materials: COC(C1=CC(=C(C=C1)O)Cl)=O (3-chloro-4-hydroxybenzoic acid methyl ester), C([O-])([O-])=O.[K+].[K+] (potassium carbonate), [Si](C)(C)(C(C)(C)C)OCCBr (2-(tert-butyldimethylsilyloxy)ethylbromide). The solvent is CN(C)C=O (DMF). Run at temperature 50 celsius, time 15 hour. Product: COC(C1=CC(=C(C=C1)OCCO[Si](C)(C)C(C)(C)C)Cl)=O (4-[2-(tert-butyldimethylsilyloxy)ethoxy]-3-chlorobenzoic acid methyl ester). Reaction SMILES: [CH3:1][O:2][C:3](=[O:12])[C:4]1[CH:9]=[CH:8][C:7]([OH:10])=[C:6]([Cl:11])[CH:5]=1.C(=O)([O-])[O-].[K+].[K+].[Si:19]([O:26][CH2:27][CH2:28]Br)([C:22]([CH3:25])([CH3:24])[CH3:23])([CH3:21])[CH3:20]>CN(C=O)C>[CH3:1][O:2][C:3](=[O:12])[C:4]1[CH:9]=[CH:8][C:7]([O:10][CH2:28][CH2:27][O:26][Si:19]([C:22]([CH3:25])([CH3:24])[CH3:23])([CH3:21])[CH3:20])=[C:6]([Cl:11])[CH:5]=1 |f:1.2.3|. Procedure: To a solution of 2.50 g of 3-chloro-4-hydroxybenzoic acid methyl ester in 25 ml of DMF, 2.78 g of potassium carbonate and 4.31 ml of 2-(tert-butyldimethylsilyloxy)ethylbromide were added, and the mixture was stirred at 50° C. for 15 hours. The solvent was evaporated, EtOAc was added to the residue, and the organic layer was washed with water and brine and dried over sodium sulfate. After the evaporation of the solvent, the obtained residue was purified by silica gel column chromatography (eluent...